describe an organic reaction: reactants, conditions, products, and yield From a dataset of the Open Reaction Database (ORD), a public repository of structured organic reaction records. The reactants are COC(C1=CC=C(C=C1)O)=O (4-hydroxybenzoic acid methyl ester), C([O-])([O-])=O.[Cs+].[Cs+] (cesium carbonate), CS(=O)C (dimethylsulfoxide), 4A, ClCCCl (1,2-dichloroethane), C([O-])([O-])=O.[Cs+].[Cs+] (cesium carbonate). The solvent is O (water). Product: COC(C1=CC=C(C=C1)OCCCl)=O (4-(2-Chloroethoxy)benzoic acid methyl ester). As a reaction SMILES: [CH3:1][O:2][C:3](=[O:11])[C:4]1[CH:9]=[CH:8][C:7]([OH:10])=[CH:6][CH:5]=1.C(=O)([O-])[O-].[Cs+].[Cs+].CS(C)=O.[Cl:22][CH2:23][CH2:24]Cl>O>[CH3:1][O:2][C:3](=[O:11])[C:4]1[CH:9]=[CH:8][C:7]([O:10][CH2:24][CH2:23][Cl:22])=[CH:6][CH:5]=1 |f:1.2.3|. Procedure: 4-hydroxybenzoic acid methyl ester (1.52 g, 10 mmol), anhydrous cesium carbonate (3.26 g, 10 mmol), 5 ml of dimethylsulfoxide that is dried over 4A molecular sieve, and 15 ml 1,2-dichloroethane are combined and stirred at about room temperature. After 15 hours the mixture is heated to reflux and more cesium carbonate (about 1 more equivalent). HPLC shows the ratio of product to bis alkylated biproduct to starting material is 93.1:6.2: non-detectable. The reaction mixture is cooled to room temper... The reactants are ice, C(C)(C)(C)OC(=O)NC(CCC(=O)OC)CSC1=CC=CC=C1 (methyl 4-((tert-butoxycarbonyl)amino)-5-(phenylthio)pentanoate), C(C)[BH-](CC)CC.[Li+] (lithium triethylborohydride). Run in C1CCOC1 (THF), C1CCOC1 (THF). Conditions: time 1 hour. Yields the product OCCCC(CSC1=CC=CC=C1)NC(OC(C)(C)C)=O (tert-butyl 4-hydroxy-1-((phenylthio)methyl)butylcarbamate). As a reaction SMILES: [C:1]([O:5][C:6]([NH:8][CH:9]([CH2:16][S:17][C:18]1[CH:23]=[CH:22][CH:21]=[CH:20][CH:19]=1)[CH2:10][CH2:11][C:12](OC)=[O:13])=[O:7])([CH3:4])([CH3:3])[CH3:2].C([BH-](CC)CC)C.[Li+]>C1COCC1>[OH:13][CH2:12][CH2:11][CH2:10][CH:9]([NH:8][C:6](=[O:7])[O:5][C:1]([CH3:3])([CH3:2])[CH3:4])[CH2:16][S:17][C:18]1[CH:19]=[CH:20][CH:21]=[CH:22][CH:23]=1 |f:1.2|. Reported procedure: A solution of Example 384B (538 mg, 1.6 mmol) in THF (4 mL) at −50° C. was treated with 1M lithium triethylborohydride in THF (4 mL), stirred for 1 hour, poured into ice (˜15 g), and extracted with ethyl acetate (100 mL). The extract was washed with water (20 mL) and brine (10 mL), dried (MgSO4), filtered, and concentrated to provide the desired product of sufficient purity for subsequent use. The reactants are O.NN (hydrazine, hydrate), C(N)(=O)C1=C(C=2N(N=C1)C=C(C2)C=2C=NC(=CC2)CN2C(C1=CC=CC=C1C2=O)=O)N[C@@H]2CN(C[C@@H]2CC)C(=O)OCC2=CC=CC=C2 ((3S,4S)-benzyl 3-((3-carbamoyl-6-(6-((1,3-dioxoisoindolin-2-yl)methyl)pyridin-3-yl)pyrrolo[1,2-b]pyridazin-4-yl)amino)-4-ethylpyrrolidine-1-carboxylate), O.NN (hydrazine, hydrate), C1CCOC1 (THF). Run in CCO (EtOH). Reaction conditions: temperature 70 celsius, time 1.5 hour. Yields the product NCC1=CC=C(C=N1)C=1C=C2N(N=CC(=C2N[C@@H]2CN(C[C@@H]2CC)C(=O)OCC2=CC=CC=C2)C(N)=O)C1 ((3S,4S)-benzyl 3-((6-(6-(aminomethyl)pyridin-3-yl)-3-carbamoylpyrrolo[1,2-b]pyridazin-4-yl)amino)-4-ethylpyrrolidine-1-carboxylate). Yield: 65.2%. As a reaction SMILES: [C:1]([C:4]1[CH:9]=[N:8][N:7]2[CH:10]=[C:11]([C:13]3[CH:14]=[N:15][C:16]([CH2:19][N:20]4C(=O)C5C(=CC=CC=5)C4=O)=[CH:17][CH:18]=3)[CH:12]=[C:6]2[C:5]=1[NH:31][C@H:32]1[C@@H:36]([CH2:37][CH3:38])[CH2:35][N:34]([C:39]([O:41][CH2:42][C:43]2[CH:48]=[CH:47][CH:46]=[CH:45][CH:44]=2)=[O:40])[CH2:33]1)(=[O:3])[NH2:2].O.NN.C1COCC1>CCO>[NH2:20][CH2:19][C:16]1[N:15]=[CH:14][C:13]([C:11]2[CH:12]=[C:6]3[C:5]([NH:31][C@H:32]4[C@@H:36]([CH2:37][CH3:38])[CH2:35][N:34]([C:39]([O:41][CH2:42][C:43]5[CH:44]=[CH:45][CH:46]=[CH:47][CH:48]=5)=[O:40])[CH2:33]4)=[C:4]([C:1](=[O:3])[NH2:2])[CH:9]=[N:8][N:7]3[CH:10]=2)=[CH:18][CH:17]=1 |f:1.2|. Procedure details: A mixture of (3S,4S)-benzyl 3-((3-carbamoyl-6-(6-((1,3-dioxoisoindolin-2-yl)methyl)pyridin-3-yl)pyrrolo[1,2-b]pyridazin-4-yl)amino)-4-ethylpyrrolidine-1-carboxylate (57 mg, 0.089 mmol) and hydrazine, hydrate (8.29 μl, 0.266 mmol) in EtOH (2 mL) was heated to 70° C. for 10 minutes. THF (0.5 ml) was added to obtain homogeneity and heating was continued for 1.5 hr. Additional hydrazine, hydrate (8.29 μl, 0.266 mmol) (times 4; total of 12 equivalents) was added and heating was continued for 1.5 hr. ... Starting materials: CC(=O)NCC1CN(c2ccc(N3CC4CN(C(=O)OCc5ccccc5)CC4C3)c(F)c2)C(=O)O1, ClCCl, CO. The product is CC(=O)NCC1CN(c2ccc(N3CC4CNCC4C3)c(F)c2)C(=O)O1. Reaction SMILES: [C:1]([O:2][CH2:3][c:4]1[cH:5][cH:6][cH:7][cH:8][cH:9]1)(=[O:10])[N:11]1[CH2:12][CH:13]2[CH2:14][N:15]([c:19]3[c:20]([F:36])[cH:21][c:22]([N:25]4[C:26](=[O:35])[O:27][CH:28]([CH2:30][NH:31][C:32]([CH3:33])=[O:34])[CH2:29]4)[cH:23][cH:24]3)[CH2:16][CH:17]2[CH2:18]1.[CH2:37]([Cl:38])[Cl:39].[CH3:40][OH:41]>>[NH:11]1[CH2:12][CH:13]2[CH2:14][N:15]([c:19]3[c:20]([F:36])[cH:21][c:22]([N:25]4[C:26](=[O:35])[O:27][CH:28]([CH2:30][NH:31][C:32]([CH3:33])=[O:34])[CH2:29]4)[cH:23][cH:24]3)[CH2:16][CH:17]2[CH2:18]1. Reactants: CCOC(=O)CCBr, C1CCOC1, Cc1cccc(-c2c(F)cccc2C(O)C2CN(C(=O)OC(C)(C)C)CCO2)c1, [H-], [Na+]. The product is CCOC(=O)COC(c1cccc(F)c1-c1cccc(C)c1)C1CN(C(=O)OC(C)(C)C)CCO1. As a reaction SMILES: [Br:32][CH2:33][CH2:34][C:35](=[O:36])[O:37][CH2:38][CH3:39].[CH2:40]1[O:41][CH2:42][CH2:43][CH2:44]1.[F:3][c:4]1[cH:5][cH:6][cH:7][c:8]([CH:17]([CH:18]2[O:19][CH2:20][CH2:21][N:22]([C:24](=[O:25])[O:26][C:27]([CH3:28])([CH3:29])[CH3:30])[CH2:23]2)[OH:31])[c:9]1-[c:10]1[cH:11][c:12]([CH3:16])[cH:13][cH:14][cH:15]1.[H-:2].[Na+:1]>>[F:3][c:4]1[cH:5][cH:6][cH:7][c:8]([CH:17]([CH:18]2[O:19][CH2:20][CH2:21][N:22]([C:24](=[O:25])[O:26][C:27]([CH3:28])([CH3:29])[CH3:30])[CH2:23]2)[O:31][CH2:34][C:35](=[O:36])[O:37][CH2:38][CH3:39])[c:9]1-[c:10]1[cH:11][c:12]([CH3:16])[cH:13][cH:14][cH:15]1. The reactants are CSC(=NC#N)SC (dimethyl cyanodithioiminocarbonate), C(C)N (ethylamine). Run in CO (methanol). Product: C(C)NC(SC)=NC#N (1-ethyl-2-methyl-3-cyanoisothiourea). The yield is 43.0%. RXN SMILES: [CH3:1][S:2][C:3](SC)=[N:4][C:5]#[N:6].[CH2:9]([NH2:11])[CH3:10]>CO>[CH2:9]([NH:11][C:3](=[N:4][C:5]#[N:6])[S:2][CH3:1])[CH3:10]. Procedure details: To a solution of dimethyl cyanodithioiminocarbonate (2.85 g, 17.6 mmol) in methanol (20 mL) was added ethylamine (2M soln, 9.7 mL, 19.4 mmol). The solution was allowed to stir at reflux overnight. The solution was cooled to room temperature and the desired product crystallized out of solution over 2 hours. The crystals were collected on a buchner funnel, washed with cold methanol several times, and dried in vacuo to give 1-ethyl-2-methyl-3-cyanoisothiourea as a white solid (1.08 g, 43%). 1H NMR ... The reactants are N#Cc1cc(C(F)(F)F)ncc1Br, COc1cc(Cl)c(B(O)O)cc1C(=O)O, CCOC(C)=O, [K+], [K+], [K+], O=P([O-])([O-])[O-]. Yields the product COc1cc(Cl)c(-c2cnc(C(F)(F)F)cc2C#N)cc1C(=O)O. Reaction SMILES: [Br:16][c:17]1[cH:18][n:19][c:20]([C:25]([F:26])([F:27])[F:28])[cH:21][c:22]1[C:23]#[N:24].[C:1](=[O:2])([OH:3])[c:4]1[c:5]([O:14][CH3:15])[cH:6][c:7]([Cl:13])[c:8]([B:10]([OH:11])[OH:12])[cH:9]1.[CH3:37][CH2:38][O:39][C:40](=[O:41])[CH3:42].[K+:34].[K+:35].[K+:36].[P:29]([O-:30])([O-:31])([O-:32])=[O:33]>>[C:1](=[O:2])([OH:3])[c:4]1[c:5]([O:14][CH3:15])[cH:6][c:7]([Cl:13])[c:8](-[c:17]2[cH:18][n:19][c:20]([C:25]([F:26])([F:27])[F:28])[cH:21][c:22]2[C:23]#[N:24])[cH:9]1.